From a dataset of the Open Reaction Database (ORD), a public repository of structured organic reaction records. describe an organic reaction: reactants, conditions, products, and yield The reactants are CCN=C=NCCCN(C)C, CCNCC, CN(C)C=O, Cl, O, On1nnc2ccccc21, O=C(O)c1ccc(CO)cc1. Product: CCN(CC)C(=O)c1ccc(CO)cc1. As a reaction SMILES: [CH2:23]([N:24]=[C:25]=[N:26][CH2:27][CH2:28][CH2:29][N:30]([CH3:31])[CH3:32])[CH3:33].[CH2:34]([CH3:35])[NH:36][CH2:37][CH3:38].[CH3:39][N:40]([CH3:41])[CH:42]=[O:43].[ClH:22].[OH2:44].[OH:12][n:13]1[c:14]2[cH:15][cH:16][cH:17][cH:18][c:19]2[n:20][n:21]1.[OH:1][CH2:2][c:3]1[cH:4][cH:5][c:6]([C:7](=[O:8])[OH:9])[cH:10][cH:11]1>>[OH:1][CH2:2][c:3]1[cH:4][cH:5][c:6]([C:7](=[O:9])[N:36]([CH2:34][CH3:35])[CH2:37][CH3:38])[cH:10][cH:11]1. Starting materials: CCc1c(C(=O)OCc2ccccc2)c(O)nc2ccccc12, C1CCOC1, CO. Yields the product CCc1c(C(=O)O)c(O)nc2ccccc12. As a reaction SMILES: [CH2:1]([CH3:2])[c:3]1[c:4]([C:14](=[O:15])[O:16][CH2:17][c:18]2[cH:19][cH:20][cH:21][cH:22][cH:23]2)[c:5]([OH:13])[n:6][c:7]2[cH:8][cH:9][cH:10][cH:11][c:12]12.[CH2:26]1[O:27][CH2:28][CH2:29][CH2:30]1.[CH3:24][OH:25]>>[CH2:1]([CH3:2])[c:3]1[c:4]([C:14](=[O:15])[OH:16])[c:5]([OH:13])[n:6][c:7]2[cH:8][cH:9][cH:10][cH:11][c:12]12. The reactants are C(=O)(O)C=1C=CC=2C(C3=CC=CC=C3S(C2C1)(=O)=O)=O (3-carboxythioxanthone-10,10-dioxide), C(O)CN (ethanolamine). The solvent is O (water). Product: C(O)CN.C(=O)(O)C=1C=CC=2C(C3=CC=CC=C3S(C2C1)(=O)=O)=O (3-carboxythioxanthone-10,10-dioxide ethanolamine salt). RXN SMILES: [C:1]([C:4]1[CH:5]=[CH:6][C:7]2[C:8](=[O:20])[C:9]3[C:14]([S:15](=[O:19])(=[O:18])[C:16]=2[CH:17]=1)=[CH:13][CH:12]=[CH:11][CH:10]=3)([OH:3])=[O:2].[CH2:21]([CH2:23][NH2:24])[OH:22]>O>[CH2:21]([CH2:23][NH2:24])[OH:22].[C:1]([C:4]1[CH:5]=[CH:6][C:7]2[C:8](=[O:20])[C:9]3[C:14]([S:15](=[O:19])(=[O:18])[C:16]=2[CH:17]=1)=[CH:13][CH:12]=[CH:11][CH:10]=3)([OH:3])=[O:2] |f:3.4|. Procedure: To 3-carboxythioxanthone-10,10-dioxide (2.88g) was added a solution of ethanolamine (0.61g) in water (10 ml). The solution was filtered and evaporated to dryness, leaving a residue of 3-carboxythioxanthone-10,10-dioxide ethanolamine salt, m.p. 195° C. with decomposition. Found: C, 54.98%; H, 4.33%; N, 3.93%. C16H15NO6S requires C, 55.01%; H, 4.33%; N, 4.01%. RXN SMILES: [Br:7][c:8]1[c:9]([S:21](=[O:22])(=[O:23])[Cl:24])[cH:10][cH:11][c:12]([NH:14][C:15]([C:16]([F:17])([F:18])[F:19])=[O:20])[cH:13]1.[CH3:36][C:37]#[N:38].[NH2:25][c:26]1[cH:27][cH:28][c:29]2[c:30]([cH:35]1)[B:31]([OH:34])[O:32][CH2:33]2.[cH:1]1[cH:2][cH:3][n:4][cH:5][cH:6]1>>[Br:7][c:8]1[c:9]([S:21](=[O:22])(=[O:23])[NH:25][c:26]2[cH:27][cH:28][c:29]3[c:30]([cH:35]2)[B:31]([OH:34])[O:32][CH2:33]3)[cH:10][cH:11][c:12]([NH:14][C:15]([C:16]([F:17])([F:18])[F:19])=[O:20])[cH:13]1. Reactants: O=C(Nc1ccc(S(=O)(=O)Cl)c(Br)c1)C(F)(F)F, CC#N, Nc1ccc2c(c1)B(O)OC2, c1ccncc1. Product: O=C(Nc1ccc(S(=O)(=O)Nc2ccc3c(c2)B(O)OC3)c(Br)c1)C(F)(F)F. Reactants: C(C)(C)NC=1C(=NC=CC1)N1CCN(CC1)C(=O)C1=CC=C(C(=O)O)C=C1 (4-[1-[3-(isopropylamino)-2-pyridyl]piperazin-4-yl-carbonyl]benzoic acid), C(C)NCCO (2-(ethylamino)ethanol). The product is C(C)N(C(=O)C1=CC=C(C=C1)C(=O)N1CCN(CC1)C1=NC=CC=C1NC(C)C)CCO (1-[N-Ethyl-N-(2-hydroxyethyl)carbamoyl]-4-[1-[3-(isopropylamino)-2-pyridyl]piperazin-4-yl-carbonyl]benzene). Isolated yield 86.0%. As a reaction SMILES: [CH:1]([NH:4][C:5]1[C:6]([N:11]2[CH2:16][CH2:15][N:14]([C:17]([C:19]3[CH:27]=[CH:26][C:22]([C:23]([OH:25])=O)=[CH:21][CH:20]=3)=[O:18])[CH2:13][CH2:12]2)=[N:7][CH:8]=[CH:9][CH:10]=1)([CH3:3])[CH3:2].[CH2:28]([NH:30][CH2:31][CH2:32][OH:33])[CH3:29]>>[CH2:28]([N:30]([CH2:31][CH2:32][OH:33])[C:23]([C:22]1[CH:21]=[CH:20][C:19]([C:17]([N:14]2[CH2:13][CH2:12][N:11]([C:6]3[C:5]([NH:4][CH:1]([CH3:3])[CH3:2])=[CH:10][CH:9]=[CH:8][N:7]=3)[CH2:16][CH2:15]2)=[O:18])=[CH:27][CH:26]=1)=[O:25])[CH3:29]. Procedure details: By the same procedure as described in the example 1, synthesis was carried out starting with 4-[1-[3-(isopropylamino)-2-pyridyl]piperazin-4-yl-carbonyl]benzoic acid and using 2-(ethylamino)ethanol. Then, the product was recrystallized using ethyl acetate and petroleum ether, filtered and dried to give the desired compound as white crystal.